From a dataset of the Open Reaction Database (ORD), a public repository of structured organic reaction records. describe an organic reaction: reactants, conditions, products, and yield Reactants: C(C#C)Br (Propargyl bromide), OC=1C=C(C=CC1)CCCNC(=O)C1CC1 (cyclopropanecarboxylic acid [3-(3-hydroxy-phenyl)-propyl]-amide), C([O-])([O-])=O.[K+].[K+] (potassium carbonate). Solvent: CN(C)C=O (DMF). Product: C(C#C)OC=1C=C(C=CC1)CCCNC(=O)C1CC1 (Cyclopropanecarboxylic acid [3-(3-prop-2-ynyloxy-phenyl)-propyl]-amide). Reaction SMILES: [CH2:1](Br)[C:2]#[CH:3].[OH:5][C:6]1[CH:7]=[C:8]([CH2:12][CH2:13][CH2:14][NH:15][C:16]([CH:18]2[CH2:20][CH2:19]2)=[O:17])[CH:9]=[CH:10][CH:11]=1.C(=O)([O-])[O-].[K+].[K+]>CN(C=O)C>[CH2:1]([O:5][C:6]1[CH:7]=[C:8]([CH2:12][CH2:13][CH2:14][NH:15][C:16]([CH:18]2[CH2:19][CH2:20]2)=[O:17])[CH:9]=[CH:10][CH:11]=1)[C:2]#[CH:3] |f:2.3.4|. Reported procedure: Propargyl bromide (80% in toluene, 0.091 ml) was added dropwise to a mixture of cyclopropanecarboxylic acid [3-(3-hydroxy-phenyl)-propyl]-amide (122 mg) and potassium carbonate (154 mg) in dry DMF (10 ml) in an ice bath under nitrogen. The mixture was allowed to warm to room temperature, then heated at 65° C. for 18 h. The cooled mixture was partitioned between water (50 ml) and ethyl acetate (3×15 ml). The combined organic extracts were washed with brine/water 1:1 (3×20 ml) and dried (MgSO4). T... Product: OCC=1N=C(OC1C)C=CC1=CC=CC=C1 (4-hydroxymethyl-5-methyl-2-styryloxazole). As a reaction SMILES: [CH3:1][C:2]1[O:6][C:5]([CH:7]=[CH:8][C:9]2[CH:14]=[CH:13][CH:12]=[CH:11][CH:10]=2)=[N:4][C:3]=1[C:15](OCC)=[O:16].[H-].[Al+3].[Li+].[H-].[H-].[H-].O>O1CCCC1.C(OCC)C>[OH:16][CH2:15][C:3]1[N:4]=[C:5]([CH:7]=[CH:8][C:9]2[CH:14]=[CH:13][CH:12]=[CH:11][CH:10]=2)[O:6][C:2]=1[CH3:1] |f:1.2.3.4.5.6|. Solvent: C(C)OCC (ethyl ether), O1CCCC1 (tetrahydrofuran), C(C)OCC (ethyl ether). The reactants are [H-].[Al+3].[Li+].[H-].[H-].[H-] (lithiumaluminum hydride), CC1=C(N=C(O1)C=CC1=CC=CC=C1)C(=O)OCC (Ethyl 5-methyl-2-styryl-4-oxazolecarboxylate), O (water). Reported procedure: Ethyl 5-methyl-2-styryl-4-oxazolecarboxylate (2.14 g) was dissolved in a mixture of dry tetrahydrofuran (10 ml) and dry ethyl ether (15 ml) and the solution was added dropwise to a suspension of lithiumaluminum hydride (0.34 g) in dry ethyl ether (20 ml) with ice-cooling and stirring. The mixture was further stirred under ice-cooling for an hour and water (2 ml) was added portionwise for decomposition. The precipitate was filtered off and the filtrate was concentrated to give 4-hydroxymethyl-5-m... Starting materials: O=C(O)c1cc(Br)ccc1F, O=C([O-])[O-], CI, CCOC(C)=O, [K+], [K+], CN(C)C=O. Yields the product COC(=O)c1cc(Br)ccc1F. RXN SMILES: [Br:1][c:2]1[cH:3][cH:4][c:5]([F:11])[c:6]([C:7](=[O:8])[OH:9])[cH:10]1.[C:14](=[O:15])([O-:16])[O-:17].[CH3:12][I:13].[CH3:25][CH2:26][O:27][C:28]([CH3:29])=[O:30].[K+:18].[K+:19].[O:20]=[CH:21][N:22]([CH3:23])[CH3:24]>>[Br:1][c:2]1[cH:3][cH:4][c:5]([F:11])[c:6]([C:7](=[O:8])[O:9][CH3:14])[cH:10]1. Reactants: COC(=O)c1cccc(N)c1Br, CCOC(C)=O, CCOCC, O=C1CC(=O)CC(c2ccc(C(F)(F)F)cc2)C1. The product is COC(=O)c1cccc(NC2=CC(=O)CC(c3ccc(C(F)(F)F)cc3)C2)c1Br. RXN SMILES: [Br:1][c:2]1[c:3]([C:4](=[O:5])[O:6][CH3:7])[cH:8][cH:9][cH:10][c:11]1[NH2:12].[CH3:31][CH2:32][O:33][C:34]([CH3:35])=[O:36].[CH3:37][CH2:38][O:39][CH2:40][CH3:41].[F:13][C:14]([c:15]1[cH:16][cH:17][c:18]([CH:21]2[CH2:22][C:23](=[O:28])[CH2:24][C:25](=[O:27])[CH2:26]2)[cH:19][cH:20]1)([F:29])[F:30]>>[Br:1][c:2]1[c:3]([C:4](=[O:5])[O:6][CH3:7])[cH:8][cH:9][cH:10][c:11]1[NH:12][C:25]1=[CH:24][C:23](=[O:28])[CH2:22][CH:21]([c:18]2[cH:17][cH:16][c:15]([C:14]([F:13])([F:29])[F:30])[cH:20][cH:19]2)[CH2:26]1.